From a dataset of the Open Reaction Database (ORD), a public repository of structured organic reaction records. describe an organic reaction: reactants, conditions, products, and yield Reaction SMILES: [Br:1][c:2]1[cH:3][c:4]2[c:9]([cH:10][cH:11]1)[O:8][C:7]([CH3:12])([CH3:13])[CH:6]=[CH:5]2.[Ni:24]([Cl:25])[Cl:26].[P:14]([O:15][CH2:16][CH3:17])([O:18][CH2:19][CH3:20])[O:21][CH2:22][CH3:23]>>[c:2]1([P:14]([O:15][CH2:16][CH3:17])([O:18][CH2:19][CH3:20])=[O:21])[cH:3][c:4]2[c:9]([cH:10][cH:11]1)[O:8][C:7]([CH3:12])([CH3:13])[CH:6]=[CH:5]2. Starting materials: CC1(C)C=Cc2cc(Br)ccc2O1, Cl[Ni]Cl, CCOP(OCC)OCC. Product: CCOP(=O)(OCC)c1ccc2c(c1)C=CC(C)(C)O2. The reactants are C(C#C)NC(=O)C=1N=CN2C1CN(C(C1=C2C=CS1)=O)C (5-methyl-6-oxo-5,6-dihydro-4H-imidazo[1,5-a]thieno[2,3-f][1,4]diazepine-3-carboxylic acid prop-2-ynylamide), IN1C(CCC1=O)=O (N-iodosuccinimide), C(CC)NCCC (dipropylamine). Run in C(C)(=O)O (acetic acid). Run at time 45 hour. The product is C(CC)N(CCC)CC1=CN=C(O1)C=1N=CN2C1CN(C(C1=C2C=CS1)=O)C (3-(5-dipropylaminomethyl-oxazol-2-yl)-5-methyl-5,6-dihydro-4H-imidazo[1,5-a]thieno[2,3-f][1,4]-diazepin-6-one). Isolated yield 28.5%. Reaction SMILES: [CH2:1]([NH:4][C:5]([C:7]1[N:8]=[CH:9][N:10]2[C:16]3[CH:17]=[CH:18][S:19][C:15]=3[C:14](=[O:20])[N:13]([CH3:21])[CH2:12][C:11]=12)=[O:6])[C:2]#[CH:3].IN1C(=O)CCC1=O.[CH2:30]([NH:33][CH2:34][CH2:35][CH3:36])[CH2:31][CH3:32]>C(O)(=O)C>[CH2:30]([N:33]([CH2:3][C:2]1[O:6][C:5]([C:7]2[N:8]=[CH:9][N:10]3[C:16]4[CH:17]=[CH:18][S:19][C:15]=4[C:14](=[O:20])[N:13]([CH3:21])[CH2:12][C:11]=23)=[N:4][CH:1]=1)[CH2:34][CH2:35][CH3:36])[CH2:31][CH3:32]. Reported procedure: A solution of 3.0 g (0.010 mol) of 5-methyl-6-oxo-5,6-dihydro-4H-imidazo[1,5-a]thieno[2,3-f][1,4]diazepine-3-carboxylic acid prop-2-ynylamide in 180 ml of acetic acid was treated with 3.36 g (0.015 mol) of N-iodosuccinimide while gassing with argon. After stirring at room temperature for 45 hrs. the dark suspension obtained was completely freed from the solvents and dried azeotropically several times with toluene. The black-brown solid residue was suspended in 200 ml of THF, treated with 13.7 ml...